describe an organic reaction: reactants, conditions, products, and yield From a dataset of the Open Reaction Database (ORD), a public repository of structured organic reaction records. The reactants are C(=O)([O-])[O-].[Ca+2] (CaCO3), O1COC2=C1C=CC=C2N (1,3-benzodioxol-4-amine), I(=O)(=O)Cl.I(=O)(=O)Cl.C[N+](CC1=CC=CC=C1)(C)C (N,N,N-trimethyl benzenemethanaminium dichloroiodate). Solvent: C(Cl)Cl (DCM), CO (CH3OH), O (water). Yields the product IC1=CC=C(C2=C1OCO2)N (7-iodo-1,3-benzodioxol-4-amine). The yield is 62.4%. Reaction SMILES: C([O-])([O-])=O.[Ca+2].[O:6]1[C:10]2[CH:11]=[CH:12][CH:13]=[C:14]([NH2:15])[C:9]=2[O:8][CH2:7]1.[I:16](Cl)(=O)=O.I(Cl)(=O)=O.C[N+](C)(C)CC1C=CC=CC=1>C(Cl)Cl.CO.O>[I:16][C:11]1[C:10]2[O:6][CH2:7][O:8][C:9]=2[C:14]([NH2:15])=[CH:13][CH:12]=1 |f:0.1,3.4.5|. Procedure details: CaCO3 (3.9 g) was added to a mixture of 1,3-benzodioxol-4-amine (4.11 g) in DCM (40 ml) and CH3OH (20 ml). This mixture was stirred at room temperature. N,N,N-trimethyl benzenemethanaminium dichloroiodate (11.5 g) was added portionwise at room temperature. The resulting reaction mixture was stirred for 15 minutes at room temperature. The mixture was diluted with water. The layers were separated. The aqueous phase was extracted with DCM. The combined organic layers were washed with water, dried, ...